This data is from the Open Reaction Database (ORD), a public repository of structured organic reaction records. The task is: describe an organic reaction: reactants, conditions, products, and yield Starting materials: c1ccc(C(c2ccccc2)N2CCNCC2)cc1, COC(=O)c1cc(Cl)ccc1NC(=O)C1CCCCC1C(=O)O. Product: COC(=O)c1cc(Cl)ccc1NC(=O)C1CCCCC1C(=O)N1CCN(C(c2ccccc2)c2ccccc2)CC1. RXN SMILES: [CH:24]([c:25]1[cH:26][cH:27][cH:28][cH:29][cH:30]1)([c:31]1[cH:32][cH:33][cH:34][cH:35][cH:36]1)[N:37]1[CH2:38][CH2:39][NH:40][CH2:41][CH2:42]1.[Cl:1][c:2]1[cH:3][c:4]([C:20](=[O:21])[O:22][CH3:23])[c:5]([NH:8][C:9](=[O:10])[CH:11]2[CH:12]([C:17](=[O:18])[OH:19])[CH2:13][CH2:14][CH2:15][CH2:16]2)[cH:6][cH:7]1>>[Cl:1][c:2]1[cH:3][c:4]([C:20](=[O:21])[O:22][CH3:23])[c:5]([NH:8][C:9](=[O:10])[CH:11]2[CH:12]([C:17](=[O:19])[N:40]3[CH2:39][CH2:38][N:37]([CH:24]([c:25]4[cH:26][cH:27][cH:28][cH:29][cH:30]4)[c:31]4[cH:32][cH:33][cH:34][cH:35][cH:36]4)[CH2:42][CH2:41]3)[CH2:13][CH2:14][CH2:15][CH2:16]2)[cH:6][cH:7]1. Reactants: O=CNc1sccc1C(=O)O, O=[N+]([O-])O, O=S(=O)(O)O. Yields the product O=CNc1sc([N+](=O)[O-])cc1C(=O)O. As a reaction SMILES: [CH:1](=[O:2])[NH:3][c:4]1[s:5][cH:6][cH:7][c:8]1[C:9](=[O:10])[OH:11].[OH:17][N+:18]([O-:19])=[O:20].[S:12](=[O:13])(=[O:14])([OH:15])[OH:16]>>[CH:1](=[O:2])[NH:3][c:4]1[s:5][c:6]([N+:18](=[O:17])[O-:19])[cH:7][c:8]1[C:9](=[O:10])[OH:11].